Dataset: the Open Reaction Database (ORD), a public repository of structured organic reaction records. Task: describe an organic reaction: reactants, conditions, products, and yield The reactants are C(C)(=O)OCC1=NC=CC(=C1Cl)N(C)CCCl (3-chloro-4-[(2-chloroethyl)-methylamino]-pyridin-2-ylmethyl acetate), C([O-])([O-])=O.[K+].[K+] (potassium carbonate). Solvent: CO (methanol). The product is ClC=1C(=NC=CC1N(C)CCCl)CO ({3-Chloro-4-[(2-chloroethyl)methylamino]pyridin-2-yl}methanol). Yield: 92.1%. As a reaction SMILES: C([O:4][CH2:5][C:6]1[C:11]([Cl:12])=[C:10]([N:13]([CH2:15][CH2:16][Cl:17])[CH3:14])[CH:9]=[CH:8][N:7]=1)(=O)C.C(=O)([O-])[O-].[K+].[K+]>CO>[Cl:12][C:11]1[C:6]([CH2:5][OH:4])=[N:7][CH:8]=[CH:9][C:10]=1[N:13]([CH2:15][CH2:16][Cl:17])[CH3:14] |f:1.2.3|. Reported procedure: 1.83 g of 3-chloro-4-[(2-chloroethyl)-methylamino]-pyridin-2-ylmethyl acetate and 250 mg of potassium carbonate in 20 ml of methanol are stirred at room temperature for 8 h. The mixture is then filtered and the filtrate is concentrated. The residue is triturated with diethyl ether. 1.43 g (92%) of the title compound are isolated as a beige solid. M.p. 91-96° C. Conditions: temperature 60 celsius, time 1.5 hour. Procedure details: 32 mg of 3-{2-cyano-4-fluoro-5-[3-methyl-2,6-dioxo-4-(trifluoromethyl)-1,2,3,6-tetrahydropyrimidin-1-yl]phenoxy}phenol (described later, produced in Intermediate Production Example 9) was dissolved in 0.5 ml of acetonitrile, and to this 13 mg of methyl bromoacetate and 13 mg of anhydrous potassium carbonate were added, then, the mixtures was stirred for 1.5 hours at 60° C. The reaction solution was cooled to room temperature, then, the reaction solution was subjected to silica gel column chromat... The product is C(#N)C1=C(OC=2C=C(OCC(=O)OC)C=CC2)C=C(C(=C1)F)N1C(N(C(=CC1=O)C(F)(F)F)C)=O (methyl [3-{2-cyano-4-fluoro-5-[3-methyl-2,6-dioxo-4-(trifluoromethyl)-1,2,3,6-tetrahydropyrimidin-1-yl]phenoxy}phenoxy]acetate). The solvent is C(C)#N (acetonitrile). Starting materials: C(#N)C1=C(OC=2C=C(C=CC2)O)C=C(C(=C1)F)N1C(N(C(=CC1=O)C(F)(F)F)C)=O (3-{2-cyano-4-fluoro-5-[3-methyl-2,6-dioxo-4-(trifluoromethyl)-1,2,3,6-tetrahydropyrimidin-1-yl]phenoxy}phenol), Compound 5-22, BrCC(=O)OC (methyl bromoacetate), C([O-])([O-])=O.[K+].[K+] (potassium carbonate). Isolated yield 69.4%. RXN SMILES: [C:1]([C:3]1[CH:16]=[C:15]([F:17])[C:14]([N:18]2[C:23](=[O:24])[CH:22]=[C:21]([C:25]([F:28])([F:27])[F:26])[N:20]([CH3:29])[C:19]2=[O:30])=[CH:13][C:4]=1[O:5][C:6]1[CH:7]=[C:8]([OH:12])[CH:9]=[CH:10][CH:11]=1)#[N:2].Br[CH2:32][C:33]([O:35][CH3:36])=[O:34].C(=O)([O-])[O-].[K+].[K+]>C(#N)C>[C:1]([C:3]1[CH:16]=[C:15]([F:17])[C:14]([N:18]2[C:23](=[O:24])[CH:22]=[C:21]([C:25]([F:27])([F:28])[F:26])[N:20]([CH3:29])[C:19]2=[O:30])=[CH:13][C:4]=1[O:5][C:6]1[CH:7]=[C:8]([CH:9]=[CH:10][CH:11]=1)[O:12][CH2:32][C:33]([O:35][CH3:36])=[O:34])#[N:2] |f:2.3.4|.